describe an organic reaction: reactants, conditions, products, and yield From a dataset of the Open Reaction Database (ORD), a public repository of structured organic reaction records. Starting materials: CC(C)(C)O, CC1(C)CC(=O)OC2OC21, Cc1ccc(S(=O)(=O)O)cc1, c1ccncc1. Product: CC(C)(C)OC1OC(=O)CC(C)(C)C1O. Reaction SMILES: [CH3:11][C:12]([CH3:13])([OH:14])[CH3:15].[O:1]1[CH:2]2[C:3]([CH3:9])([CH3:10])[CH2:4][C:5](=[O:8])[O:6][CH:7]12.[c:16]1([CH3:17])[cH:18][cH:19][c:20]([S:21]([OH:22])(=[O:23])=[O:24])[cH:25][cH:26]1.[cH:27]1[cH:28][cH:29][n:30][cH:31][cH:32]1>>[OH:1][CH:2]1[C:3]([CH3:9])([CH3:10])[CH2:4][C:5](=[O:8])[O:6][CH:7]1[O:14][C:12]([CH3:11])([CH3:13])[CH3:15]. The reactants are CC(C)(C)OC(=O)N1CCN(c2ccc3[nH]ccc3c2)CC1, CC(C)(C)OC(=O)CBr, CCCCCC, [H-], [Na+], CN(C)C=O. The product is CC(C)(C)OC(=O)Cn1ccc2cc(N3CCN(C(=O)OC(C)(C)C)CC3)ccc21. RXN SMILES: [C:1]([CH3:2])([CH3:3])([CH3:4])[O:5][C:6](=[O:7])[N:8]1[CH2:9][CH2:10][N:11]([c:14]2[cH:15][c:16]3[cH:17][cH:18][nH:19][c:20]3[cH:21][cH:22]2)[CH2:12][CH2:13]1.[C:25]([CH3:26])([CH3:27])([CH3:28])[O:29][C:30]([CH2:31][Br:32])=[O:33].[CH3:39][CH2:40][CH2:41][CH2:42][CH2:43][CH3:44].[H-:23].[Na+:24].[O:34]=[CH:35][N:36]([CH3:37])[CH3:38]>>[C:1]([CH3:2])([CH3:3])([CH3:4])[O:5][C:6](=[O:7])[N:8]1[CH2:9][CH2:10][N:11]([c:14]2[cH:15][c:16]3[cH:17][cH:18][n:19]([CH2:31][C:30]([O:29][C:25]([CH3:26])([CH3:27])[CH3:28])=[O:33])[c:20]3[cH:21][cH:22]2)[CH2:12][CH2:13]1. Starting materials: FC(S(=O)(=O)NC1=C(C=CC=C1)CC(=O)O)(F)F (o-(trifluoromethanesulfonamido)phenylacetic acid), S(=O)(Cl)Cl (thionyl chloride), resultant mixture. The solvent is C(Cl)(Cl)Cl (chloroform). The product is FC(S(=O)(=O)NC1=C(C=CC=C1)CC(=O)Cl)(F)F (o-(trifluoromethanesulfonamido)phenylacetyl chloride). Isolated yield 71.4%. Reaction SMILES: [F:1][C:2]([F:18])([F:17])[S:3]([NH:6][C:7]1[CH:12]=[CH:11][CH:10]=[CH:9][C:8]=1[CH2:13][C:14](O)=[O:15])(=[O:5])=[O:4].S(Cl)([Cl:21])=O>C(Cl)(Cl)Cl>[F:1][C:2]([F:18])([F:17])[S:3]([NH:6][C:7]1[CH:12]=[CH:11][CH:10]=[CH:9][C:8]=1[CH2:13][C:14]([Cl:21])=[O:15])(=[O:5])=[O:4]. Procedure details: To a solution of 10 g of o-(trifluoromethanesulfonamido)phenylacetic acid in 100 ml of chloroform, there were dropwise added 8.4 g of thionyl chloride. After completion of the addition, the resultant mixture was heated and refluxed until the evolution of the gas stopped. Concentration of the reaction mixture gave a solid substance, which was recrystallized from toluene to give 7.6 g of o-(trifluoromethanesulfonamido)phenylacetyl chloride. M.P. 94°-95° C. Starting materials: OC1=C(C(=O)O)C=CC=C1 (2-hydroxybenzoic acid), OS(=O)(=O)O (H2SO4), CCO (EtOH). The product is OC1=C(C(=O)OCC)C=CC=C1 (Ethyl 2-hydroxybenzoate). Yield: 97.2%. As a reaction SMILES: [OH:1][C:2]1[CH:10]=[CH:9][CH:8]=[CH:7][C:3]=1[C:4]([OH:6])=[O:5].OS(O)(=O)=O.[CH3:16][CH2:17]O>>[OH:1][C:2]1[CH:10]=[CH:9][CH:8]=[CH:7][C:3]=1[C:4]([O:6][CH2:16][CH3:17])=[O:5]. Procedure details: To a solution of 2-hydroxybenzoic acid (63) (5.0 g, 36.2 mmol) in anhydrous EtOH (150 ml) was added 98% H2SO4 (4 ml). The mixture was refluxed for 4 h and concentrated. The residue was extracted with CH2Cl2 dried over MgSO4 and evaporated. The crude was purified by distillation to give 68 as colorless liquid. (5.85 g, 35.21 mmol). Yield: 97.25%; MS (EI, 70 eV): m/z 166.2 (M+); 1H-NMR (CDCl3, 200 MHz): δ 1.39 (t, J=7.2 Hz, 3H), 4.37 (q, J=7.2, 7.0 Hz, 2H), 6.81 (t, J=6.6 Hz, 1H), 6.89 (d, J=8.0 H... The reactants are CC(C)(C)c1ccc(C(N)=O)c(F)c1, O=C(OC(=O)C(F)(F)F)C(F)(F)F, C1COCCO1, c1ccncc1. Yields the product CC(C)(C)c1ccc(C#N)c(F)c1. Reaction SMILES: [C:20]([CH3:21])([CH3:22])([CH3:23])[c:24]1[cH:25][c:26]([F:33])[c:27]([C:28](=[O:29])[NH2:30])[cH:31][cH:32]1.[F:7][C:8]([F:9])([F:10])[C:11]([O:12][C:13](=[O:14])[C:15]([F:16])([F:17])[F:18])=[O:19].[O:34]1[CH2:35][CH2:36][O:37][CH2:38][CH2:39]1.[cH:1]1[cH:2][cH:3][n:4][cH:5][cH:6]1>>[C:20]([CH3:21])([CH3:22])([CH3:23])[c:24]1[cH:25][c:26]([F:33])[c:27]([C:28]#[N:30])[cH:31][cH:32]1. Reactants: COC1=NC=2C=C(C(=C(C2N=C1OC)C(=O)Cl)C)[N+](=O)[O-] (2,3-Dimethoxy-6-methyl-7-nitro-quinoxaline-5-carbonyl chloride), COC1=CC=C(CN)C=C1 (4-methoxybenzylamine). Reaction conditions: time 16 hour. Product: COC1=CC=C(CNC(=O)C=2C=3N=C(C(=NC3C=C(C2C)[N+](=O)[O-])OC)OC)C=C1 (2,3-Dimethoxy-6-methyl-7-nitro-quinoxaline-5-carboxylic acid, 4-methoxy-benzylamide). RXN SMILES: [CH3:1][O:2][C:3]1[C:12]([O:13][CH3:14])=[N:11][C:10]2[C:9]([C:15](Cl)=[O:16])=[C:8]([CH3:18])[C:7]([N+:19]([O-:21])=[O:20])=[CH:6][C:5]=2[N:4]=1.[CH3:22][O:23][C:24]1[CH:31]=[CH:30][C:27]([CH2:28][NH2:29])=[CH:26][CH:25]=1>>[CH3:22][O:23][C:24]1[CH:31]=[CH:30][C:27]([CH2:28][NH:29][C:15]([C:9]2[C:10]3[N:11]=[C:12]([O:13][CH3:14])[C:3]([O:2][CH3:1])=[N:4][C:5]=3[CH:6]=[C:7]([N+:19]([O-:21])=[O:20])[C:8]=2[CH3:18])=[O:16])=[CH:26][CH:25]=1. Procedure details: Prepared from 2,3-dimethoxy-6-methyl-7-nitro-quinoxaline-5-carbonyl chloride (13) 250 mg (0.80 mmol) and 4-methoxybenzylamine 0.11 mL (0.84 mmol). Reaction was continued for 16 hours, and the crude product was recrystallized from hexanes:ethyl acetate to give yellow needles, 156 mg (47%), mp 187-189° C.; 1H NMR (CDCl3): δ 8.32 (s, 1H, 8-H), 7.28 (d, 2H, J=8.5 Hz), 6.85 (d, 2H, J=8.5 Hz), 6.07 (bs, 1H), 4.61 (d, 2H, J=5.6 Hz), 4.05 (s, 3H), 3.97 (s, 3H), 3.76 (s, 3H), 2.56 (s, 3H); MS (APCI): m/z... Product: CC1(C)C(C=C(Cl)C(F)(F)F)C1C(=O)OCc1cccc(Oc2ccccc2)c1. As a reaction SMILES: [CH2:38]([Cl:39])[Cl:40].[Cl:1][C:2](=[CH:3][CH:4]1[C:5]([CH3:10])([CH3:11])[CH:6]1[C:7](=[O:8])[Cl:9])[C:12]([F:13])([F:14])[F:15].[O:16]([c:17]1[cH:18][cH:19][cH:20][cH:21][cH:22]1)[c:23]1[cH:24][c:25]([CH2:26][OH:27])[cH:28][cH:29][cH:30]1.[OH2:37].[cH:31]1[cH:32][cH:33][n:34][cH:35][cH:36]1>>[Cl:1][C:2](=[CH:3][CH:4]1[C:5]([CH3:10])([CH3:11])[CH:6]1[C:7](=[O:8])[O:27][CH2:26][c:25]1[cH:24][c:23]([O:16][c:17]2[cH:18][cH:19][cH:20][cH:21][cH:22]2)[cH:30][cH:29][cH:28]1)[C:12]([F:13])([F:14])[F:15]. The reactants are ClCCl, CC1(C)C(C=C(Cl)C(F)(F)F)C1C(=O)Cl, OCc1cccc(Oc2ccccc2)c1, O, c1ccncc1.